Dataset: the Open Reaction Database (ORD), a public repository of structured organic reaction records. Task: describe an organic reaction: reactants, conditions, products, and yield Starting materials: C1(CC1)NC(C1=CC(=C(C=C1)C)C=1C=C2C=CNC(C2=CC1)=O)=O (N-Cyclopropyl-4-methyl-3-(1-oxo-1,2-dihydro-isoquinolin-6-yl)-benzamide), [H-].[Na+] (sodium hydride), oil, CN(C)C=O (DMF), BrCC=1C=C(C=CC1)O (3-(bromomethyl)phenol). Run at time 1 hour. Product: C1(CC1)NC(C1=CC(=C(C=C1)C)C=1C=C2C=CN(C(C2=CC1)=O)CC1=CC=C(C=C1)O)=O (N-Cyclopropyl-3-[2-(4-hydroxybenzyl)-1-oxo-1,2-dihydroisoquinolin-6-yl]-4-methylbenzamide). RXN SMILES: [CH:1]1([NH:4][C:5](=[O:24])[C:6]2[CH:11]=[CH:10][C:9]([CH3:12])=[C:8]([C:13]3[CH:14]=[C:15]4[C:20](=[CH:21][CH:22]=3)[C:19](=[O:23])[NH:18][CH:17]=[CH:16]4)[CH:7]=2)[CH2:3][CH2:2]1.[H-].[Na+].BrC[C:29]1[CH:30]=[C:31]([OH:35])[CH:32]=[CH:33][CH:34]=1.[CH3:36]N(C=O)C>>[CH:1]1([NH:4][C:5](=[O:24])[C:6]2[CH:11]=[CH:10][C:9]([CH3:12])=[C:8]([C:13]3[CH:14]=[C:15]4[C:20](=[CH:21][CH:22]=3)[C:19](=[O:23])[N:18]([CH2:36][C:34]3[CH:29]=[CH:30][C:31]([OH:35])=[CH:32][CH:33]=3)[CH:17]=[CH:16]4)[CH:7]=2)[CH2:2][CH2:3]1 |f:1.2|. Procedure details: To a solution of the product of Example 11 (0.5 g) in DMF (10 mL) was added 60% sodium hydride in mineral oil (0.1 g) and the mixture stirred at room temperature for 1 hour. To this mixture was then added 3-(bromomethyl)phenol (0.4 g) and the mixture stirred at room temperature for 2 hours. The reaction mixture was concentrated to dryness and the residue purified (SiO2 chromatography 9:1 dichloromethane:methanol) to give the sub-title compound (0.33 g). Reactants: C1(=CC=CC=C1)NCC(=O)O (N-phenyl glycine), C1(CCCCC1)N=C=O (cyclohexyl isocyanate). Reported procedure: A mixture of N-phenyl glycine (0.1 mole), cyclohexyl isocyanate (0.12 mole) and toluene (30 ml) was refluxed for about 6 hours and then cooled. The crude product was recrystallized from ethanol to produce a 60% yield of the above-identified product having a melting point of approximately 196° C. Yield: 60.0%. Solvent: C1(=CC=CC=C1)C (toluene). Reaction SMILES: [C:1]1([NH:7][CH2:8][C:9]([OH:11])=O)[CH:6]=[CH:5][CH:4]=[CH:3][CH:2]=1.[CH:12]1([N:18]=[C:19]=[O:20])[CH2:17][CH2:16][CH2:15][CH2:14][CH2:13]1>C1(C)C=CC=CC=1>[C:1]1([N:7]2[CH2:8][C:9](=[O:11])[N:18]([CH:12]3[CH2:17][CH2:16][CH2:15][CH2:14][CH2:13]3)[C:19]2=[O:20])[CH:2]=[CH:3][CH:4]=[CH:5][CH:6]=1. Yields the product C1(=CC=CC=C1)N1C(=O)N(C(=O)C1)C1CCCCC1 (1-phenyl-3-cyclohexyl hydantoin). Reactants: Compound 24, Cl.C(=O)(OCC1C2=CC=CC=C2C2=CC=CC=C12)[C@](N)(CCCCN)C(=O)O (α-FMOC-L-lysine hydrochloride), Cl (HCl). Run in CN(C)C=O (DMF), N1=CC=CC=C1 (pyridine). Run at time 3 day. The product is C(=O)(OCC1C2=CC=CC=C2C2=CC=CC=C12)[C@](N)(CCCCN)C(=O)O (α-FMOC-L-lysine). Yield: 106.0%. Reaction SMILES: Cl.[C:2]([C@@:19]([C:26]([OH:28])=[O:27])([CH2:21][CH2:22][CH2:23][CH2:24][NH2:25])[NH2:20])([O:4][CH2:5][CH:6]1[C:18]2[C:13](=[CH:14][CH:15]=[CH:16][CH:17]=2)[C:12]2[C:7]1=[CH:8][CH:9]=[CH:10][CH:11]=2)=[O:3].Cl>CN(C=O)C.N1C=CC=CC=1>[C:2]([C@@:19]([C:26]([OH:28])=[O:27])([CH2:21][CH2:22][CH2:23][CH2:24][NH2:25])[NH2:20])([O:4][CH2:5][CH:6]1[C:7]2[C:12](=[CH:11][CH:10]=[CH:9][CH:8]=2)[C:13]2[C:18]1=[CH:17][CH:16]=[CH:15][CH:14]=2)=[O:3] |f:0.1|. Procedure: To 0.41 g of Compound 24 in 10 mL of DMF and 3 mL of pyridine at room temperature is added 0.57 g of α-FMOC-L-lysine hydrochloride. The mixture is stirred at room temperature for three days, followed by warming at 35° C. for 30 minutes. The solution is poured into 130 mL of cold 1 M HCl. The crude residue is filtered and dried in vacuo then purified on a silica gel column to yield 0.55 g of the α-FMOC-L-lysine 25. Starting materials: [N+](=O)([O-])C1=C(C=C(C=C1)OC1=CC=C(C=C1)Cl)OC (2-nitro-5-(4-chlorophenoxy)-anisole), [H][H] (hydrogen). The reagents and catalysts are [Ni] (Raney nickel). The solvent is O1CCOCC1 (dioxane). Yields the product NC1=C(C=C(C=C1)OC1=CC=C(C=C1)Cl)OC (2-amino-5-(4-chlorophenoxy)-anisole). Yield: 100.0%. As a reaction SMILES: [N+:1]([C:4]1[CH:9]=[CH:8][C:7]([O:10][C:11]2[CH:16]=[CH:15][C:14]([Cl:17])=[CH:13][CH:12]=2)=[CH:6][C:5]=1[O:18][CH3:19])([O-])=O.[H][H]>O1CCOCC1.[Ni]>[NH2:1][C:4]1[CH:9]=[CH:8][C:7]([O:10][C:11]2[CH:16]=[CH:15][C:14]([Cl:17])=[CH:13][CH:12]=2)=[CH:6][C:5]=1[O:18][CH3:19]. Reported procedure: 220 g of 2-nitro-5-(4-chlorophenoxy)-anisole are dissolved in 2000 ml of dioxane and, after addition of 20 g of Raney nickel, the solution is hydrogenated at room temperature and under normal pressure. The theoretical amount of hydrogen is taken up after 12 hours, whereupon the catalyst is filtered off and the solvent evaporated, affording as residue 196.5 g of 2-amino-5-(4-chlorophenoxy)-anisole in the form of a dark brown oil, which is further processed direct. Starting materials: [N+](=O)([O-])C1=C(NCC(C#N)C)C=CC(=C1)OC (2-nitro-4-methoxy-(2'-methyl-2'-cyanoethyl)-aniline), OS(=O)(=O)O (H2SO4), C(C)(=O)O (acetic acid), C(=O)([O-])[O-].[Na+].[Na+] (Na2CO3). The solvent is O (water), O (H2O). Yields the product CC(C(=O)O)(C)NC1=C(C=C(C=C1)OC)[N+](=O)[O-] (2-Methyl-(2'-nitro-4'-methoxyanilino)-propionic acid). As a reaction SMILES: [N+:1]([C:4]1[CH:15]=[C:14]([O:16][CH3:17])[CH:13]=[CH:12][C:5]=1[NH:6][CH2:7][CH:8](C)C#N)([O-:3])=[O:2].OS(O)(=O)=O.[C:23]([O-:26])([O-])=[O:24].[Na+].[Na+].[C:29](O)(=O)C>O>[CH3:29][C:7]([NH:6][C:5]1[CH:12]=[CH:13][C:14]([O:16][CH3:17])=[CH:15][C:4]=1[N+:1]([O-:3])=[O:2])([CH3:8])[C:23]([OH:26])=[O:24] |f:2.3.4|. Procedure details: 47 g (mol/5 ) of 2-nitro-4-methoxy-(2'-methyl-2'-cyanoethyl)-aniline, 36 ml of H2O, 36 ml of acetic acid and 36 ml of H2SO4 are heated under reflux for 25 minutes. The reaction mixture is poured into iced water and is made alkaline with an Na2CO3 solution. 4.5 G of solid are eliminated by filtration. The solution is washed first of all with ethyl acetate and then acidified. The formed crystals are water extracted. Yield: 23.8 g = 47.7% (theoretical yield = 50.8 g) of a deep red solid of melting ... Starting materials: CO, O=Cc1ccc(C=Cc2ccccc2)cc1. The product is O=Cc1ccc(CCc2ccccc2)cc1. As a reaction SMILES: [CH3:17][OH:18].[CH:1](=[O:2])[c:3]1[cH:4][cH:5][c:6]([CH:9]=[CH:10][c:11]2[cH:12][cH:13][cH:14][cH:15][cH:16]2)[cH:7][cH:8]1>>[CH:1](=[O:2])[c:3]1[cH:4][cH:5][c:6]([CH2:9][CH2:10][c:11]2[cH:12][cH:13][cH:14][cH:15][cH:16]2)[cH:7][cH:8]1. Starting materials: C(C1=CC=CC=C1)O[C@@H]1[C@H](O[C@@H]([C@H]([C@H]1OCC1=CC=CC=C1)OCC1=CC=CC=C1)OC)COCC1=CC=CC=C1 ((2R,3R,4S,5S,6S)-3,4,5-tris(benzyloxy)-2-((benzyloxy)methyl)-6-methoxytetrahydro-2H-pyran), OS(=O)(=O)O (H2SO4), C([O-])([O-])=O.[K+].[K+] (potassium carbonate). The solvent is C(C)(=O)O (acetic acid). Conditions: temperature 80 celsius. Product: C(C1=CC=CC=C1)O[C@@H]1C(O[C@@H]([C@H]([C@@H]1OCC1=CC=CC=C1)OCC1=CC=CC=C1)COCC1=CC=CC=C1)O ((3S,4S,5R,6R)-3,4,5-tris(benzyloxy)-6-((benzyloxy)methyl)tetrahydro-2H-pyran-2-ol). The yield is 54.9%. Reaction SMILES: [CH2:1]([O:8][C@H:9]1[C@H:14]([O:15][CH2:16][C:17]2[CH:22]=[CH:21][CH:20]=[CH:19][CH:18]=2)[C@H:13]([O:23][CH2:24][C:25]2[CH:30]=[CH:29][CH:28]=[CH:27][CH:26]=2)[C@@H:12]([O:31]C)[O:11][C@@H:10]1[CH2:33][O:34][CH2:35][C:36]1[CH:41]=[CH:40][CH:39]=[CH:38][CH:37]=1)[C:2]1[CH:7]=[CH:6][CH:5]=[CH:4][CH:3]=1.OS(O)(=O)=O.C(=O)([O-])[O-].[K+].[K+]>C(O)(=O)C>[CH2:24]([O:23][C@H:13]1[C@@H:14]([O:15][CH2:16][C:17]2[CH:22]=[CH:21][CH:20]=[CH:19][CH:18]=2)[C@H:9]([O:8][CH2:1][C:2]2[CH:3]=[CH:4][CH:5]=[CH:6][CH:7]=2)[C@@H:10]([CH2:33][O:34][CH2:35][C:36]2[CH:37]=[CH:38][CH:39]=[CH:40][CH:41]=2)[O:11][CH:12]1[OH:31])[C:25]1[CH:30]=[CH:29][CH:28]=[CH:27][CH:26]=1 |f:2.3.4|. Procedure: To a solution of (2R,3R,4S,5S,6S)-3,4,5-tris(benzyloxy)-2-((benzyloxy)methyl)-6-methoxytetrahydro-2H-pyran (28.0 g, 50.5 mmol, 1.0 equiv) in acetic acid (480 mL), was added 3M H2SO4 (120 mL, aqueous) at 0° C. The reaction was heated at 80° C. for 10 hours, cooled to room temperature, and then neutralized with saturated aqueous potassium carbonate solution. The mixture was then extracted with DCM (3×1000 mL). The combined organic layers were dried over anhydrous sodium sulfate, filtered, and conc... Starting materials: Nc1cc(F)c(Br)cc1[N+](=O)[O-], CCO, CCOC(C)=O, [Na+], O=C([O-])O, O. Product: Nc1cc(F)c(Br)cc1N. RXN SMILES: [Br:1][c:2]1[c:3]([F:12])[cH:4][c:5]([NH2:6])[c:7]([N+:9]([O-:10])=[O:11])[cH:8]1.[CH3:13][CH2:14][OH:15].[CH3:22][CH2:23][O:24][C:25](=[O:26])[CH3:27].[Na+:21].[O-:17][C:18]([OH:19])=[O:20].[OH2:16]>>[Br:1][c:2]1[c:3]([F:12])[cH:4][c:5]([NH2:6])[c:7]([NH2:9])[cH:8]1. Reactants: OC=1C=C2C[C@H](CC2=CC1)NS(=O)(=O)C(C)C (N-[(2S)-5-hydroxy-2,3-dihydro-1H-inden-2-yl]-2-propanesulfonamide), CC1=NC=CC(=C1)CO ((2-methyl-4-pyridinyl)methanol), ClCCl (dichloromethane), C1(=CC=CC=C1)P(C1=CC=CC=C1)C1=CC=CC=C1 (Triphenylphosphine), N(=NC(=O)OC(C)C)C(=O)OC(C)C (diisopropyl azodicarboxylate). Product: Cl.CC1=NC=CC(=C1)COC=1C=C2C[C@H](CC2=CC1)NS(=O)(=O)C(C)C (N-((2S)-5-{[(2-methyl-4-pyridinyl)methyl]oxy}-2,3-dihydro-1H-inden-2-yl)-2-propanesulfonamide, hydrochloride). Reaction SMILES: [OH:1][C:2]1[CH:3]=[C:4]2[C:8](=[CH:9][CH:10]=1)[CH2:7][C@H:6]([NH:11][S:12]([CH:15]([CH3:17])[CH3:16])(=[O:14])=[O:13])[CH2:5]2.[CH3:18][C:19]1[CH:24]=[C:23]([CH2:25]O)[CH:22]=[CH:21][N:20]=1.C1(P(C2C=CC=CC=2)C2C=CC=CC=2)C=CC=CC=1.N(C(OC(C)C)=O)=NC(OC(C)C)=O.[Cl:60]CCl>>[ClH:60].[CH3:18][C:19]1[CH:24]=[C:23]([CH2:25][O:1][C:2]2[CH:3]=[C:4]3[C:8](=[CH:9][CH:10]=2)[CH2:7][C@H:6]([NH:11][S:12]([CH:15]([CH3:17])[CH3:16])(=[O:14])=[O:13])[CH2:5]3)[CH:22]=[CH:21][N:20]=1 |f:5.6|. Procedure details: A mixture of N-[(2S)-5-hydroxy-2,3-dihydro-1H-inden-2-yl]-2-propanesulfonamide (200 mg, 0.783 mmol, Description 3) and (2-methyl-4-pyridinyl)methanol (107 mg, 0.783 mmol) in dichloromethane (15 ml) was stirred under argon at room temperature, Triphenylphosphine (205 mg, 0.783 mmol) and diisopropyl azodicarboxylate (0.152 ml, 0.783 mmol) were then successively added. The resulting mixture was stirred at room temperature under argon for 16 hours. Solvent was removed by rotary evaporation and the d...